Task: describe an organic reaction: reactants, conditions, products, and yield. Dataset: the Open Reaction Database (ORD), a public repository of structured organic reaction records The reactants are ClC1=CC=C(C=C1)CC(C(=O)OC)(OC)OC (methyl 3-(4-chlorophenyl)-2,2dimethoxypropionate). Run in C(=O)O (formic acid). Conditions: temperature 67.5 celsius. Product: ClC1=CC=C(C=C1)CCC(=O)OC (methyl 3-(4-chlorophenyl)propionate). RXN SMILES: [Cl:1][C:2]1[CH:7]=[CH:6][C:5]([CH2:8][C:9](OC)(OC)[C:10]([O:12][CH3:13])=[O:11])=[CH:4][CH:3]=1>C(O)=O>[Cl:1][C:2]1[CH:3]=[CH:4][C:5]([CH2:8][CH2:9][C:10]([O:12][CH3:13])=[O:11])=[CH:6][CH:7]=1. Reported procedure: A mixture of methyl 3-(4-chlorophenyl)-2,2dimethoxypropionate (6.09 g) and formic acid (27 ml) was heated at 65 to 70° C. for 4 hours with stirring. The reaction mixture was cooled and extracted with methylene chloride. The extract was washed with water, dried over magnesium sulfate and evaporated in vacuo to give methyl 3-(4-chlorophenyl)propionate. The reactants are C1(=CC=CC=C1)B(O)O (phenylboronic acid), C([O-])([O-])=O.[Na+].[Na+] (sodium carbonate), N (ammonia), IC=1SC=CC1 (2-iodothiophene), palladium tetrakistriphenylphosphine, C([O-])([O-])=O.[Na+].[Na+] (sodium carbonate). Solvent: CO (methanol), ClCCl (dichloromethane), C1(=CC=CC=C1)C (toluene). Run at temperature 80 celsius. Yields the product C1(=CC=CC=C1)C=1SC=CC1 (2-Phenylthiophene). Yield: 33.7%. RXN SMILES: I[C:2]1[S:3][CH:4]=[CH:5][CH:6]=1.C(=O)([O-])[O-].[Na+].[Na+].[C:13]1(B(O)O)[CH:18]=[CH:17][CH:16]=[CH:15][CH:14]=1.N>C1(C)C=CC=CC=1.CO.ClCCl>[C:13]1([C:2]2[S:3][CH:4]=[CH:5][CH:6]=2)[CH:18]=[CH:17][CH:16]=[CH:15][CH:14]=1 |f:1.2.3|. Procedure: To a solution of 2-iodothiophene (2.8 ml, 25 mmol) and palladium tetrakistriphenylphosphine (866 mg, 0.75 mmol) in toluene (50 ml) under a nitrogen atmosphere was added aqueous sodium carbonate (2M, 25 ml) followed by a solution of phenylboronic acid (3.7 mg, 30 mmol) in methanol (12.5 ml). The vigorously stirred mixture was heated at 80° C. for 6 hours and then cooled to room temperature. Aqueous sodium carbonate (2M, 125 ml), dichloromethane (250 ml) and 0.88 ammonia solution (12 ml) were adde... Reaction conditions: temperature 80 celsius, time 8 hour. The reactants are [OH-].[Na+] (NaOH), C(C1=CC=CC=C1)N1C(=C(C=C1C(F)(F)F)C1=CC=C(C=C1)Cl)C(=O)OCC (ethyl 1-benzyl-3-(4-chlorophenyl)-5-(trifluoromethyl)-1H-pyrrole-2-carboxylate), [OH-].[Na+] (NaOH). Yields the product C(C1=CC=CC=C1)N1C(=C(C=C1C(F)(F)F)C1=CC=C(C=C1)Cl)C(=O)O (1-Benzyl-3-(4-chlorophenyl)-5-(trifluoromethyl)-1H-pyrrole-2-carboxylic acid). Reaction SMILES: [CH2:1]([N:8]1[C:12]([C:13]([F:16])([F:15])[F:14])=[CH:11][C:10]([C:17]2[CH:22]=[CH:21][C:20]([Cl:23])=[CH:19][CH:18]=2)=[C:9]1[C:24]([O:26]CC)=[O:25])[C:2]1[CH:7]=[CH:6][CH:5]=[CH:4][CH:3]=1.[OH-].[Na+]>C1COCC1.O>[CH2:1]([N:8]1[C:12]([C:13]([F:14])([F:15])[F:16])=[CH:11][C:10]([C:17]2[CH:18]=[CH:19][C:20]([Cl:23])=[CH:21][CH:22]=2)=[C:9]1[C:24]([OH:26])=[O:25])[C:2]1[CH:3]=[CH:4][CH:5]=[CH:6][CH:7]=1 |f:1.2|. Solvent: C1CCOC1 (THF), O (H2O). Reported procedure: To a solution of ethyl 1-benzyl-3-(4-chlorophenyl)-5-(trifluoromethyl)-1H-pyrrole-2-carboxylate (2.59 g, 6.35 mmol) in dry THF (15 mL) was added a solution of NaOH (3.9 g, 98 mmol) in H2O (15 mL). The reaction mixture was stirred overnight at 80° C. An additional portion of NaOH (4.25 g, 106 mmol) was added and the reaction mixture was stirred at 100° C. during 7 h. The organic solvent was evaporated and the residue was acidified with aqueous 5 M HCl (55 mL). The product was extracted with EtOAc... Starting materials: O=Cc1cccc(Br)c1, COC(=O)c1cc(Cl)ccc1N, CCO. The product is COC(=O)c1cc(Cl)ccc1N=Cc1cccc(Br)c1. As a reaction SMILES: [Br:13][c:14]1[cH:15][c:16]([CH:17]=[O:18])[cH:19][cH:20][cH:21]1.[CH3:1][O:2][C:3]([c:4]1[c:5]([NH2:11])[cH:6][cH:7][c:8]([Cl:10])[cH:9]1)=[O:12].[CH3:22][CH2:23][OH:24]>>[CH3:1][O:2][C:3]([c:4]1[c:5]([N:11]=[CH:17][c:16]2[cH:15][c:14]([Br:13])[cH:21][cH:20][cH:19]2)[cH:6][cH:7][c:8]([Cl:10])[cH:9]1)=[O:12]. Starting materials: [Br-], Fc1ccc(Br)c(OCc2ccccc2I)c1, C=CC(=O)OCC, CCCC[N+](CCCC)(CCCC)CCCC, CC(=O)[O-], CN1CCCC1=O, CCOC(C)=O, COC(C)(C)C, [Na+], CC(=O)[O-], CC(=O)[O-], O, [Pd+2]. Product: CCOC(=O)C=Cc1ccccc1COc1cc(F)ccc1Br. Reaction SMILES: [Br-:31].[Br:1][c:2]1[c:3]([O:9][CH2:10][c:11]2[c:12]([I:17])[cH:13][cH:14][cH:15][cH:16]2)[cH:4][c:5]([F:8])[cH:6][cH:7]1.[C:23]([CH:24]=[CH2:25])(=[O:26])[O:27][CH2:28][CH3:29].[CH2:32]([N+:33]([CH2:34][CH2:35][CH2:36][CH3:37])([CH2:38][CH2:39][CH2:40][CH3:41])[CH2:42][CH2:43][CH2:44][CH3:45])[CH2:46][CH2:47][CH3:48].[CH3:19][C:20](=[O:21])[O-:22].[CH3:49][N:50]1[CH2:51][CH2:52][CH2:53][C:54]1=[O:55].[CH3:65][CH2:66][O:67][C:68](=[O:69])[CH3:70].[CH3:71][O:72][C:73]([CH3:74])([CH3:75])[CH3:76].[Na+:18].[O-:57][C:58]([CH3:59])=[O:60].[O-:61][C:62]([CH3:63])=[O:64].[OH2:30].[Pd+2:56]>>[Br:1][c:2]1[c:3]([O:9][CH2:10][c:11]2[c:12]([CH:25]=[CH:24][C:23](=[O:26])[O:27][CH2:28][CH3:29])[cH:13][cH:14][cH:15][cH:16]2)[cH:4][c:5]([F:8])[cH:6][cH:7]1. Reactants: I(=O)(=O)(=O)[O-].[Na+] (Sodium periodate), C(C=C)N1N=C(C(=C1C)OC=1C=C(C=C(C#N)C1)C#N)C(C)(C)C (5-[(1-Allyl-3-tert-butyl-5-methyl-1H-pyrazol-4-yl)oxy]isophthalonitrile), [BH4-].[Na+] (sodium borohydride), O (water). The reagents and catalysts are [Os](=O)(=O)(=O)=O (osmium tetroxide). Run in CC(=O)C (acetone). Conditions: time 3 hour. Yields the product C(C)(C)(C)C1=NN(C(=C1OC=1C=C(C=C(C#N)C1)C#N)C)CCO (5-{[3-tert-Butyl-1-(2-hydroxyethyl)-5-methyl-1H-pyrazol-4-yl]oxy}isophthalonitrile). RXN SMILES: I([O-])(=O)(=O)=O.[Na+].[CH2:7]([N:10]1[C:14]([CH3:15])=[C:13]([O:16][C:17]2[CH:18]=[C:19]([C:25]#[N:26])[CH:20]=[C:21]([CH:24]=2)[C:22]#[N:23])[C:12]([C:27]([CH3:30])([CH3:29])[CH3:28])=[N:11]1)[CH:8]=C.[OH2:31].[BH4-].[Na+]>CC(C)=O.[Os](=O)(=O)(=O)=O>[C:27]([C:12]1[C:13]([O:16][C:17]2[CH:18]=[C:19]([C:25]#[N:26])[CH:20]=[C:21]([CH:24]=2)[C:22]#[N:23])=[C:14]([CH3:15])[N:10]([CH2:7][CH2:8][OH:31])[N:11]=1)([CH3:30])([CH3:29])[CH3:28] |f:0.1,4.5|. Reported procedure: Sodium periodate (1.00 g, 4.60 mmol), osmium tetroxide (1.5% solution in tert-butanol, 190 mg, 0.02 mmol) and the pyrazole from Example 156 (600 mg, 1.86 mmol) were dissolved in acetone (9 ml) and water (3 ml) under nitrogen at room temperature, and the reaction was stirred for 5 hours. The acetone was removed under reduced pressure and the residue was extracted with ethyl acetate (30 ml). The organic phase was washed with water (2×30 ml) then brine (30 ml), dried over magnesium sulphate and con... The reactants are C(C)N1N=CC=2C1=NC(=C(C2NC2CCOCC2)CNC(=O)C2=CC(=CC=C2)C(=O)NCC=2C(=C(C=CC2)C2=CC(=CC=C2)C=O)C)CC (N-{[1,6-diethyl-4-(tetrahydro-2H-pyran-4-ylamino)-1H-pyrazolo[3,4-b]pyridin-5-yl]methyl}-N′-[(3′-formyl-2-methyl-3-biphenylyl)methyl]-1,3-benzenedicarboxamide), CN1CCNCCC1 (1-methylhexahydro-1H-1,4-diazepine), C(C)(=O)O[BH-](OC(C)=O)OC(C)=O.[Na+] (sodium triacetoxyborohydride), CC(=O)O (AcOH). The solvent is ClCCCl (1,2-dichloroethane). Product: C(C)N1N=CC=2C1=NC(=C(C2NC2CCOCC2)CNC(=O)C2=CC(=CC=C2)C(=O)NCC=2C(=C(C=CC2)C2=CC(=CC=C2)CN2CCN(CCC2)C)C)CC (N-{[1,6-Diethyl-4-(tetrahydro-2H-pyran-4-ylamino)-1H-pyrazolo[3,4-b]pyridin-5-yl]methyl}-N′-({2-methyl-3′-[(4-methylhexahydro-1H-1,4-diazepin-1-yl)methyl]-3-biphenylyl}methyl)-1,3-benzenedicarboxamide). Isolated yield 42.0%. Reaction SMILES: [CH2:1]([N:3]1[C:7]2=[N:8][C:9]([CH2:48][CH3:49])=[C:10]([CH2:19][NH:20][C:21]([C:23]3[CH:28]=[CH:27][CH:26]=[C:25]([C:29]([NH:31][CH2:32][C:33]4[C:34]([CH3:47])=[C:35]([C:39]5[CH:44]=[CH:43][CH:42]=[C:41]([CH:45]=O)[CH:40]=5)[CH:36]=[CH:37][CH:38]=4)=[O:30])[CH:24]=3)=[O:22])[C:11]([NH:12][CH:13]3[CH2:18][CH2:17][O:16][CH2:15][CH2:14]3)=[C:6]2[CH:5]=[N:4]1)[CH3:2].[CH3:50][N:51]1[CH2:57][CH2:56][CH2:55][NH:54][CH2:53][CH2:52]1.C(O[BH-](OC(=O)C)OC(=O)C)(=O)C.[Na+].CC(O)=O>ClCCCl>[CH2:1]([N:3]1[C:7]2=[N:8][C:9]([CH2:48][CH3:49])=[C:10]([CH2:19][NH:20][C:21]([C:23]3[CH:28]=[CH:27][CH:26]=[C:25]([C:29]([NH:31][CH2:32][C:33]4[C:34]([CH3:47])=[C:35]([C:39]5[CH:44]=[CH:43][CH:42]=[C:41]([CH2:45][N:54]6[CH2:55][CH2:56][CH2:57][N:51]([CH3:50])[CH2:52][CH2:53]6)[CH:40]=5)[CH:36]=[CH:37][CH:38]=4)=[O:30])[CH:24]=3)=[O:22])[C:11]([NH:12][CH:13]3[CH2:18][CH2:17][O:16][CH2:15][CH2:14]3)=[C:6]2[CH:5]=[N:4]1)[CH3:2] |f:2.3|. Procedure: A mixture of N-{[1,6-diethyl-4-(tetrahydro-2H-pyran-4-ylamino)-1H-pyrazolo[3,4-b]pyridin-5-yl]methyl}-N′-[(3′-formyl-2-methyl-3-biphenylyl)methyl]-1,3-benzenedicarboxamide (100 mg, 0.000152 mol) in 1,2-dichloroethane (4 mL) with 1-methylhexahydro-1H-1,4-diazepine (30.4 μL., 0.00024 mol) and sodium triacetoxyborohydride (68 mg., 0.00032 mol) and AcOH (12 μL) was placed on an oscillating shaker overnight at room temperature. The reaction was quenched with sat. aq. NaHCO3, then extracted with 1,2-d...